From a dataset of the Open Reaction Database (ORD), a public repository of structured organic reaction records. describe an organic reaction: reactants, conditions, products, and yield Reactants: COC1=CC=C(CN(C2=NC=C(C=N2)C=2C3=C(N=C(N2)N2CCOCC2)N(CC3)C3=C(C=C(C(=O)O)C=C3)F)CC3=CC=C(C=C3)OC)C=C1 (4-(4-{2-[bis-(4-methoxy-benzyl)-amino]-pyrimidin-5-yl}-2-morpholin-4-yl-5,6-dihydro-pyrrolo[2,3-d]pyrimidin-7-yl)-3-fluoro-benzoic acid), NCC=1C=NC=CC1 (3-(aminomethyl)pyridine). The product is COC1=CC=C(CN(C2=NC=C(C=N2)C=2C3=C(N=C(N2)N2CCOCC2)N(CC3)C3=C(C=C(C(=O)NCC=2C=NC=CC2)C=C3)F)CC3=CC=C(C=C3)OC)C=C1 (4-[4-{2-[bis-(4-methoxy-benzyl)-amino]-pyrimidin-5-yl}-2-morpholin-4-yl-5,6-dihydro-pyrrolo[2,3-d]pyrimidin-7-yl]-3-fluoro-N-pyridin-3-ylmethyl-benzamide). Yield: 167.8%. RXN SMILES: [CH3:1][O:2][C:3]1[CH:50]=[CH:49][C:6]([CH2:7][N:8]([CH2:40][C:41]2[CH:46]=[CH:45][C:44]([O:47][CH3:48])=[CH:43][CH:42]=2)[C:9]2[N:14]=[CH:13][C:12]([C:15]3[C:16]4[CH2:29][CH2:28][N:27]([C:30]5[CH:38]=[CH:37][C:33]([C:34]([OH:36])=O)=[CH:32][C:31]=5[F:39])[C:17]=4[N:18]=[C:19]([N:21]4[CH2:26][CH2:25][O:24][CH2:23][CH2:22]4)[N:20]=3)=[CH:11][N:10]=2)=[CH:5][CH:4]=1.[NH2:51][CH2:52][C:53]1[CH:54]=[N:55][CH:56]=[CH:57][CH:58]=1>>[CH3:1][O:2][C:3]1[CH:4]=[CH:5][C:6]([CH2:7][N:8]([CH2:40][C:41]2[CH:42]=[CH:43][C:44]([O:47][CH3:48])=[CH:45][CH:46]=2)[C:9]2[N:14]=[CH:13][C:12]([C:15]3[C:16]4[CH2:29][CH2:28][N:27]([C:30]5[CH:38]=[CH:37][C:33]([C:34]([NH:51][CH2:52][C:53]6[CH:54]=[N:55][CH:56]=[CH:57][CH:58]=6)=[O:36])=[CH:32][C:31]=5[F:39])[C:17]=4[N:18]=[C:19]([N:21]4[CH2:22][CH2:23][O:24][CH2:25][CH2:26]4)[N:20]=3)=[CH:11][N:10]=2)=[CH:49][CH:50]=1. Reported procedure: Using 4-(4-{2-[bis-(4-methoxy-benzyl)-amino]-pyrimidin-5-yl}-2-morpholin-4-yl-5,6-dihydro-pyrrolo[2,3-d]pyrimidin-7-yl)-3-fluoro-benzoic acid (80.0 mg, 0.118 mmol) obtained in Step A in Example 1-D-21 and 3-(aminomethyl)pyridine (24.0 μl, 0.237 mmol) instead of 1-pyridine-3-yl-piperazine, amidation was carried out in the same manner as Step B in Example 1-D-21, to obtain a crude product of 4-[4-{2-[bis-(4-methoxy-benzyl)-amino]-pyrimidin-5-yl}-2-morpholin-4-yl-5,6-dihydro-pyrrolo[2,3-d]pyrimidin... Starting materials: NCCC1=C(C=CC=C1)CO (1-Amino-2-(2-hydroxymethylphenyl)ethane), FC(C1=CC=C(C(=O)Cl)C=C1)(F)F (4-trifluoromethylbenzoyl chloride), C1(=CC=CC=C1)C1=NCCC2=C(C=CC=C12)Cl (1-Phenyl-5-chloro-3,4-dihydroisoquinoline). Yields the product FC(C1=CC=C(C(=O)NCCC2=C(C=CC=C2)CO)C=C1)(F)F (1-(4-trifluoromethylbenzoyl)amino-2-(2-hydroxymethylphenyl)ethane). As a reaction SMILES: [NH2:1][CH2:2][CH2:3][C:4]1[CH:9]=[CH:8][CH:7]=[CH:6][C:5]=1[CH2:10][OH:11].[F:12][C:13]([F:24])([F:23])[C:14]1[CH:22]=[CH:21][C:17]([C:18](Cl)=[O:19])=[CH:16][CH:15]=1.C1(C2C3C(=C(Cl)C=CC=3)CCN=2)C=CC=CC=1>>[F:12][C:13]([F:23])([F:24])[C:14]1[CH:22]=[CH:21][C:17]([C:18]([NH:1][CH2:2][CH2:3][C:4]2[CH:9]=[CH:8][CH:7]=[CH:6][C:5]=2[CH2:10][OH:11])=[O:19])=[CH:16][CH:15]=1. Procedure: 1-Amino-2-(2-hydroxymethylphenyl)ethane and 4-trifluoromethylbenzoyl chloride were successively reacted in the same way as in steps (b) and (c) of Example 12 to afford 1-(4-trifluoromethylbenzoyl)amino-2-(2-hydroxymethylphenyl)ethane having a melting point of 145.8° to 146.3° C. The product was successively reacted in the same way as in steps (d), (e), (f) and (g) of Example 12 to afford 1-(4-trifluoromethylphenyl)isoquinoline-5-acetonitrile having a melting point of 121.9° to 122.6° C. Reactants: CCNCC, Cc1ccccc1, CC(COS(C)(=O)=O)C1(c2ccccc2)C=CCC=C1. Yields the product CCN(CC)CC(C)C1(c2ccccc2)C=CCC=C1. Reaction SMILES: [CH2:21]([CH3:22])[NH:23][CH2:24][CH3:25].[CH3:26][c:27]1[cH:28][cH:29][cH:30][cH:31][cH:32]1.[c:1]1([C:7]2([CH:13]([CH2:14][O:15][S:16]([CH3:17])(=[O:18])=[O:19])[CH3:20])[CH:8]=[CH:9][CH2:10][CH:11]=[CH:12]2)[cH:2][cH:3][cH:4][cH:5][cH:6]1>>[c:1]1([C:7]2([CH:13]([CH2:14][N:23]([CH2:21][CH3:22])[CH2:24][CH3:25])[CH3:20])[CH:8]=[CH:9][CH2:10][CH:11]=[CH:12]2)[cH:2][cH:3][cH:4][cH:5][cH:6]1. Reactants: Br, Nc1nc2cc(OCc3ccccc3)ccc2c2c1nc1n2CCOC1, CC(=O)O. Yields the product Nc1nc2cc(O)ccc2c2c1nc1n2CCOC1. Reaction SMILES: [BrH:27].[CH2:1]([c:2]1[cH:3][cH:4][cH:5][cH:6][cH:7]1)[O:8][c:9]1[cH:10][cH:11][c:12]2[c:13]3[c:14]([c:15]([NH2:19])[n:16][c:17]2[cH:18]1)[n:20][c:21]1[n:22]3[CH2:23][CH2:24][O:25][CH2:26]1.[CH3:28][C:29](=[O:30])[OH:31]>>[OH:8][c:9]1[cH:10][cH:11][c:12]2[c:13]3[c:14]([c:15]([NH2:19])[n:16][c:17]2[cH:18]1)[n:20][c:21]1[n:22]3[CH2:23][CH2:24][O:25][CH2:26]1. Starting materials: OS(=O)(=O)[O-].[Na+] (NaHSO4), C(=O)(O)C=1C=C(C=CC1)SCOC[C@H](C#N)NC([C@@H](NC(C(C1=CC=CC=C1)C1=CC=CC=C1)=O)CC1=CC(=CC=C1)C)=O (N-[2-[(3-carboxyphenyl)thiomethoxy]-1(S)-cyanoethyl]-3-methyl-Nα-(2,2-diphenylacetyl)-L-phenylalaninamide), S(=O)(=O)(O[O-])[O-].[K+].[K+] (potassium peroxymonosulfate). The solvent is CC(=O)C (acetone), O (water). Run at temperature 0 celsius, time 40 minute. Product: C1(=CC=CC=C1)C(C(=O)N[C@@H](CC1=CC=CC=C1)C(=O)N)C1=CC=CC=C1 (2,2-diphenylacetyl-L-phenylalaninamide). As a reaction SMILES: C(C1C=C(SCOC[C@@H]([NH:17][C:18](=[O:44])[C@H:19]([CH2:36][C:37]2[CH:42]=[CH:41][CH:40]=[C:39](C)[CH:38]=2)[NH:20][C:21](=[O:35])[CH:22]([C:29]2[CH:34]=[CH:33][CH:32]=[CH:31][CH:30]=2)[C:23]2[CH:28]=[CH:27][CH:26]=[CH:25][CH:24]=2)C#N)C=CC=1)(O)=O.S([O-])(O[O-])(=O)=O.[K+].[K+].OS([O-])(=O)=O.[Na+]>CC(C)=O.O>[C:29]1([CH:22]([C:23]2[CH:28]=[CH:27][CH:26]=[CH:25][CH:24]=2)[C:21]([NH:20][C@H:19]([C:18]([NH2:17])=[O:44])[CH2:36][C:37]2[CH:38]=[CH:39][CH:40]=[CH:41][CH:42]=2)=[O:35])[CH:30]=[CH:31][CH:32]=[CH:33][CH:34]=1 |f:1.2.3,4.5|. Procedure: To a solution of N-[2-[(3-carboxyphenyl)thiomethoxy]-1(S)-cyanoethyl]-3-methyl-Nα-(2,2-diphenylacetyl)-L-phenylalaninamide (89 mg, 0.15 mmol) in acetone (5 mL) is added a solution of potassium peroxymonosulfate (Oxone®, 0.11 g, 0.18 mmol) in water (5 mL) at 0° C., and the solution is stirred at 0° C. for 40 minutes. 5% NaHSO4 (10 mL) is added, and the cloudy suspension is filtered. The solid is washed with water (50 mL), dried in vacuo, and then recrystalized (CH2Cl2, Et2O) to yield N-[2-[(3-car...